Dataset: the Open Reaction Database (ORD), a public repository of structured organic reaction records. Task: describe an organic reaction: reactants, conditions, products, and yield The reactants are COC=1C=C(C=CC1OC)C1=C(C=C(C(=C1)OC)OC)C=1OCC(N1)(C)C (2-[2-(3,4-Dimethoxyphenyl)-4,5-dimethoxyphenyl]-4,4-dimethyl-2-oxazoline), [N+](=O)([O-])C (nitromethane), CI (methyl iodide). Conditions: time 24 hour. Product: COC=1C=C(C=CC1OC)C1=C(C(=O)O)C=C(C(=C1)OC)OC (2-(3,4-dimethoxyphenyl)-4,5-dimethoxybenzoic acid). RXN SMILES: [CH3:1][O:2][C:3]1[CH:4]=[C:5]([C:11]2[CH:16]=[C:15]([O:17][CH3:18])[C:14]([O:19][CH3:20])=[CH:13][C:12]=2[C:21]2[O:22]CC(C)(C)N=2)[CH:6]=[CH:7][C:8]=1[O:9][CH3:10].CI.[N+](C)([O-])=[O:31]>>[CH3:1][O:2][C:3]1[CH:4]=[C:5]([C:11]2[CH:16]=[C:15]([O:17][CH3:18])[C:14]([O:19][CH3:20])=[CH:13][C:12]=2[C:21]([OH:31])=[O:22])[CH:6]=[CH:7][C:8]=1[O:9][CH3:10]. Procedure: 2-[2-(3,4-Dimethoxyphenyl)-4,5-dimethoxyphenyl]-4,4-dimethyl-2-oxazoline (10 g) was dissolved in nitromethane (100 ml), to which was added methyl iodide (10 ml), and the mixture was allowed to stand at room temperature for 24 hours. It was concentrated by an evaporator, and methanol (150 ml) and a 20% aqueous sodium hydroxide solution (150 ml) were added to the residue to reflux for 18 hours. The solvent was distilled off until the system becomes ununiform, and water was added until it becomes t...